From a dataset of the Open Reaction Database (ORD), a public repository of structured organic reaction records. describe an organic reaction: reactants, conditions, products, and yield The reactants are C(CC)C1CCC(CC1)C1CCC(CC1)=O (4-(4-propylcyclohexyl)cyclohexanone), C(C)(C)(C)C1=NC(=CC(=C1)C)C(C)(C)C (2,6-di-t-butyl-4-methylpyridine), solution, FC(C(=O)OS(=O)(=O)C(F)(F)F)(F)F (trifluoroacetyltriflate). The solvent is C(Cl)(Cl)(Cl)Cl (carbon tetrachloride), C(Cl)(Cl)(Cl)Cl (carbon tetrachloride), C(Cl)(Cl)(Cl)Cl (carbon tetrachloride). Product: C(CC)C1CCC(CC1)C1CC=C(CC1)OC(C(F)(F)F)=O (trifluoroacetic acid 4-(4-propylcyclohexyl)-1-cyclohexenyl ester). Isolated yield 22.8%. RXN SMILES: [CH2:1]([CH:4]1[CH2:9][CH2:8][CH:7]([CH:10]2[CH2:15][CH2:14][C:13](=[O:16])[CH2:12][CH2:11]2)[CH2:6][CH2:5]1)[CH2:2][CH3:3].C(C1C=C(C)C=C(C(C)(C)C)N=1)(C)(C)C.[F:32][C:33]([F:45])([F:44])[C:34](OS(C(F)(F)F)(=O)=O)=[O:35]>C(Cl)(Cl)(Cl)Cl>[CH2:1]([CH:4]1[CH2:5][CH2:6][CH:7]([CH:10]2[CH2:15][CH2:14][C:13]([O:16][C:34](=[O:35])[C:33]([F:45])([F:44])[F:32])=[CH:12][CH2:11]2)[CH2:8][CH2:9]1)[CH2:2][CH3:3]. Procedure details: To 50 ml of carbon tetrachloride were added 3.9 g (18 mmol) of 4-(4-propylcyclohexyl)cyclohexanone and 3.8 g (19 mmol) of 2,6-di-t-butyl-4-methylpyridine, and the mixture was stirred at room temperature. To this mixture was added dropwise 2 ml of solution of 4.5 g (18 mmol) of trifluoroacetyltriflate in carbon tetrachloride. Subsequently, 25 ml of carbon tetrachloride was added thereto and the mixture was stirred at room temperature for 1 hour. The reaction solution was filtered off and then the... Reactants: CC([O-])C.[Na+] (sodium isopropoxide), ClC1=CC=C(C=C1)C=1OC(=C(N1)C)COC(C(=O)O)(C)C (2-[[2-(4-chlorophenyl)-4-methyl-5-oxazolyl]methoxy]-2-methylpropionic acid). The solvent is C(C)(C)O (isopropanol), C(C)(C)O (isopropanol). Product: ClC1=CC=C(C=C1)C=1OC(=C(N1)C)COC(C(=O)[O-])(C)C.[Na+] (sodium 2-[[2-(4-chlorophenyl)-4-methyl-5-oxazolyl]methoxy]-2-methylpropionate). Isolated yield 90.0%. Reaction SMILES: CC(C)[O-].[Na+:5].[Cl:6][C:7]1[CH:12]=[CH:11][C:10]([C:13]2[O:14][C:15]([CH2:19][O:20][C:21]([CH3:26])([CH3:25])[C:22]([OH:24])=[O:23])=[C:16]([CH3:18])[N:17]=2)=[CH:9][CH:8]=1>C(O)(C)C>[Cl:6][C:7]1[CH:12]=[CH:11][C:10]([C:13]2[O:14][C:15]([CH2:19][O:20][C:21]([CH3:26])([CH3:25])[C:22]([O-:24])=[O:23])=[C:16]([CH3:18])[N:17]=2)=[CH:9][CH:8]=1.[Na+:5] |f:0.1,4.5|. Procedure details: 10.0 ml of 1M sodium isopropoxide solution in isopropanol were added to a warm stirred solution of 3.09 g (10 mmol) of 2-[[2-(4-chlorophenyl)-4-methyl-5-oxazolyl]methoxy]-2-methylpropionic acid in 30 ml of isopropanol and the mixture was allowed to cool slowly to give 3.0 g (90%) of sodium 2-[[2-(4-chlorophenyl)-4-methyl-5-oxazolyl]methoxy]-2-methylpropionate in the form of a colourless crystalline solid of melting point 277°-278° C. Reactants: CS(C)=O, Cc1cc(F)ccc1[N+](=O)[O-], [K+], [OH-], O, c1c[nH]cn1. Product: Cc1cc(-n2ccnc2)ccc1[N+](=O)[O-]. RXN SMILES: [CH3:19][S:20]([CH3:21])=[O:22].[F:1][c:2]1[cH:3][c:4]([CH3:11])[c:5]([N+:8](=[O:9])[O-:10])[cH:6][cH:7]1.[K+:13].[OH-:12].[OH2:23].[nH:14]1[cH:15][n:16][cH:17][cH:18]1>>[c:2]1(-[n:14]2[cH:15][n:16][cH:17][cH:18]2)[cH:3][c:4]([CH3:11])[c:5]([N+:8](=[O:9])[O-:10])[cH:6][cH:7]1. Reactants: CC(OC(=O)Oc1ccc([N+](=O)[O-])cc1)C(F)(F)F, COC12CCNC1CN(C(=O)OC(C)(C)C)C2, ClC(Cl)Cl. Yields the product COC12CCN(C(=O)OC(C)C(F)(F)F)C1CN(C(=O)OC(C)(C)C)C2. RXN SMILES: [C:1]([O:2][c:3]1[cH:4][cH:5][c:6]([N+:7]([O-:8])=[O:9])[cH:10][cH:11]1)([O:12][CH:13]([C:14]([F:15])([F:16])[F:17])[CH3:18])=[O:19].[CH3:20][O:21][C:22]12[CH:23]([NH:24][CH2:25][CH2:26]1)[CH2:27][N:28]([C:30](=[O:31])[O:32][C:33]([CH3:34])([CH3:35])[CH3:36])[CH2:29]2.[Cl:37][CH:38]([Cl:39])[Cl:40]>>[C:1]([O:12][CH:13]([C:14]([F:15])([F:16])[F:17])[CH3:18])(=[O:19])[N:24]1[CH:23]2[C:22]([O:21][CH3:20])([CH2:26][CH2:25]1)[CH2:29][N:28]([C:30](=[O:31])[O:32][C:33]([CH3:34])([CH3:35])[CH3:36])[CH2:27]2.